Dataset: the Open Reaction Database (ORD), a public repository of structured organic reaction records. Task: describe an organic reaction: reactants, conditions, products, and yield Starting materials: OCC1=CC=C(S1)CCC=1N=C(SC1)NC(C)=O (N-(4-{2-[5-(hydroxymethyl)thiophen-2-yl]ethyl}-1,3-thiazol-2-yl)acetamide), S(=O)(Cl)Cl (thionyl chloride). The solvent is C(Cl)(Cl)Cl (chloroform). Run at time 1 hour. Yields the product ClCC1=CC=C(S1)CCC=1N=C(SC1)NC(C)=O (N-(4-{2-[5-(chloromethyl)thiophen-2-yl]ethyl}-1,3-thiazol-2-yl)acetamide). The yield is 118.9%. RXN SMILES: O[CH2:2][C:3]1[S:7][C:6]([CH2:8][CH2:9][C:10]2[N:11]=[C:12]([NH:15][C:16](=[O:18])[CH3:17])[S:13][CH:14]=2)=[CH:5][CH:4]=1.S(Cl)([Cl:21])=O>C(Cl)(Cl)Cl>[Cl:21][CH2:2][C:3]1[S:7][C:6]([CH2:8][CH2:9][C:10]2[N:11]=[C:12]([NH:15][C:16](=[O:18])[CH3:17])[S:13][CH:14]=2)=[CH:5][CH:4]=1. Procedure details: In a water bath at about 20° C., to a suspension of N-(4-{2-[5-(hydroxymethyl)thiophen-2-yl]ethyl}-1,3-thiazol-2-yl)acetamide (500.0 mg, 1.771 mmol) in anhydrous chloroform (2.5 ml) was added dropwise thionyl chloride (0.77 ml, 10.6 mmol). After stirring at room temperature for 1 hr, the reaction mixture was concentrated under reduced pressure. Anhydrous chloroform (5 ml) was added to the residue and the mixture was concentrated again under reduced pressure. This operation was repeated 3 times t... Starting materials: C1CCOC1, COC(Cn1cnc(-c2ccccc2)c1-c1cc2c(N)ncnc2s1)OC, Cl, [Na+], O=C([O-])O, O=S(=O)(O)O. Yields the product Nc1ncnc2sc(-c3c(-c4ccccc4)ncn3CC=O)cc12. As a reaction SMILES: [CH2:39]1[O:40][CH2:41][CH2:42][CH2:43]1.[CH3:7][O:8][CH:9]([CH2:10][n:11]1[cH:12][n:13][c:14](-[c:26]2[cH:27][cH:28][cH:29][cH:30][cH:31]2)[c:15]1-[c:16]1[cH:17][c:18]2[c:19]([n:20][cH:21][n:22][c:23]2[NH2:24])[s:25]1)[O:32][CH3:33].[ClH:1].[Na+:38].[O-:34][C:35]([OH:36])=[O:37].[S:2](=[O:3])(=[O:4])([OH:5])[OH:6]>>[O:8]=[CH:9][CH2:10][n:11]1[cH:12][n:13][c:14](-[c:26]2[cH:27][cH:28][cH:29][cH:30][cH:31]2)[c:15]1-[c:16]1[cH:17][c:18]2[c:19]([n:20][cH:21][n:22][c:23]2[NH2:24])[s:25]1. The reactants are C1(CCCCC1)C(=O)NC1=NC=C(C=N1)[N+](=O)[O-] (2-(N-cyclohexanoyl)amino-5-nitropyrimidine). Reagents/catalysts: [Pt]=O (Platinum oxide). Solvent: C(C)O (ethanol). Conditions: time 1 hour. Product: C1(CCCCC1)C(=O)NC1=NC=C(C=N1)N (2-(N-cyclohexanoyl)amino-5-aminopyrimidine). The yield is 10362.7%. Reaction SMILES: [CH:1]1([C:7]([NH:9][C:10]2[N:15]=[CH:14][C:13]([N+:16]([O-])=O)=[CH:12][N:11]=2)=[O:8])[CH2:6][CH2:5][CH2:4][CH2:3][CH2:2]1>C(O)C.[Pt]=O>[CH:1]1([C:7]([NH:9][C:10]2[N:15]=[CH:14][C:13]([NH2:16])=[CH:12][N:11]=2)=[O:8])[CH2:2][CH2:3][CH2:4][CH2:5][CH2:6]1. Procedure details: Platinum oxide (50 mg, 0.22 mmol) was added to a solution 2-(N-cyclohexanoyl)amino-5-nitropyrimidine (1.15 g, 4.6 mmol) in ethanol (100 ml) at ambient temperature and the reaction stirred for 1 hour under an atmosphere of hydrogen. The reaction was filtered through a pad of celite and the solvents were evaporated in vacuo to give 2-(N-cyclohexanoyl)amino-5-aminopyrimidine (105 g, 100% yield) as brown solid: